From a dataset of the Open Reaction Database (ORD), a public repository of structured organic reaction records. describe an organic reaction: reactants, conditions, products, and yield Reactants: methyl ester, C(C)(=O)C1=CC=C(C=C1)CCC(=O)O (3-(4-acetylphenyl) propionic acid), O1CCCC1 (tetrahydrofurane), [H-].[Al+3].[Li+].[H-].[H-].[H-] (lithium aluminium hydride). Run in O (water). Yields the product OC1=CC=C(C=C1)CCCO (3-(4-hydroxyphenyl)-1-propanol). The yield is 65.0%. RXN SMILES: C([C:4]1[CH:9]=[CH:8][C:7]([CH2:10][CH2:11][C:12]([OH:14])=O)=[CH:6][CH:5]=1)(=O)C.[O:15]1CCCC1.[H-].[Al+3].[Li+].[H-].[H-].[H-]>O>[OH:15][C:4]1[CH:9]=[CH:8][C:7]([CH2:10][CH2:11][CH2:12][OH:14])=[CH:6][CH:5]=1 |f:2.3.4.5.6.7|. Procedure details: To 3.82 g (17.36 mmoles) of methyl ester of 3-(4-acetylphenyl) propionic acid were added 100 ml of dry tetrahydrofurane. To this solution were slowly added 1.80 g (47.43 mmoles) of lithium aluminium hydride (LiAlH4). The reaction mixture was refluxed in an argon atmosphere for 4 hours. At the end of the reaction, water was carefully added, extraction was performed three times with diethyl ether and the result was vacuum dried over anhydrous sodium sulphate, giving 1.70 g (65% yield) of 3-(4-hydr... Reactants: ( M ), C(C)(C)[N-]C(C)C.[Li+] (lithium diisopropyl amide), [Cl-].[NH4+] (ammonium chloride), COCCOC (ethylene glycol dimethyl ether), BrC1=C(C=NC=C1)C=O (4-bromopyridine-3-carboxaldehyde), COCCOC (DME). Solvent: C1CCCCC1 (cyclohexane). Conditions: temperature -70 celsius, time 8 hour. Yields the product BrC1=C(C=NC=C1)C(O)C=1C=NC=CC1Cl (1-(4-bromopyrid-3-yl)-1-(4-chloropyrid-3-yl)methanol). RXN SMILES: [CH:1]([N-:4][CH:5](C)C)(C)[CH3:2].[Li+].[Br:9][C:10]1[CH:15]=[CH:14][N:13]=[CH:12][C:11]=1[CH:16]=[O:17].[Cl-:18].[NH4+].CO[CH2:22][CH2:23]OC>C1CCCCC1>[Br:9][C:10]1[CH:15]=[CH:14][N:13]=[CH:12][C:11]=1[CH:16]([C:2]1[CH:1]=[N:4][CH:5]=[CH:22][C:23]=1[Cl:18])[OH:17] |f:0.1,3.4|. Procedure details: Five grams (g) of 4-chloropyridine hydrochloride were placed into a 30 milliliters (ml) of diethyl ether in a 200 ml beaker equipped with a magnetic stirrer. 1.8 grams of sodium hydroxide in 30 ml of water were added at 0° C. and the mixture stirred for 15 minutes. The diethyl ether layer was separated, washed with water, dried over magnesium sulfate, filtered, and concentrated in vacuo. The 1.6 grams of the 4-chloropyridine produced were placed into a 3-necked flask and dissolved in 45 ml of et... Starting materials: CS(=O)(=O)OCC(F)(F)F, CN(C)C=O, [H-], [Na+], CC(C)N1CCN(C(=O)c2ccc3[nH]c(C(=O)N4CCC5(CC4)OCCO5)cc3c2)CC1. The product is CC(C)N1CCN(C(=O)c2ccc3c(c2)cc(C(=O)N2CCC4(CC2)OCCO4)n3CC(F)(F)F)CC1. RXN SMILES: [CH3:35][S:36]([O:37][CH2:40][C:41]([F:42])([F:43])[F:44])(=[O:38])=[O:39].[CH3:45][N:46]([CH3:47])[CH:48]=[O:49].[H-:33].[Na+:34].[O:1]1[CH2:2][CH2:3][O:4][C:5]12[CH2:6][CH2:7][N:8]([C:11](=[O:12])[c:13]1[nH:14][c:15]3[cH:16][cH:17][c:18]([C:22](=[O:23])[N:24]4[CH2:25][CH2:26][N:27]([CH:30]([CH3:31])[CH3:32])[CH2:28][CH2:29]4)[cH:19][c:20]3[cH:21]1)[CH2:9][CH2:10]2>>[O:1]1[CH2:2][CH2:3][O:4][C:5]12[CH2:6][CH2:7][N:8]([C:11](=[O:12])[c:13]1[n:14]([CH2:40][C:41]([F:42])([F:43])[F:44])[c:15]3[cH:16][cH:17][c:18]([C:22](=[O:23])[N:24]4[CH2:25][CH2:26][N:27]([CH:30]([CH3:31])[CH3:32])[CH2:28][CH2:29]4)[cH:19][c:20]3[cH:21]1)[CH2:9][CH2:10]2. Starting materials: O=C([O-])[O-], ClCCl, CCC(C)=O, CC(C)CCCC(C)NC(=O)Nc1nc2nccc(-c3ccc(O)cc3)n2n1, COCCBr, [K+], [K+]. Product: COCCOc1ccc(-c2ccnc3nc(NC(=O)NC(C)CCCC(C)C)nn23)cc1. RXN SMILES: [C:29](=[O:30])([O-:31])[O-:32].[CH2:40]([Cl:41])[Cl:42].[CH2:43]([C:44]([CH3:45])=[O:46])[CH3:47].[CH3:1][CH:2]([CH2:3][CH2:4][CH2:5][CH:6]([CH3:7])[CH3:8])[NH:9][C:10](=[O:11])[NH:12][c:13]1[n:14][n:15]2[c:16]([n:17][cH:18][cH:19][c:20]2-[c:21]2[cH:22][cH:23][c:24]([OH:27])[cH:25][cH:26]2)[n:28]1.[CH3:35][O:36][CH2:37][CH2:38][Br:39].[K+:33].[K+:34]>>[CH3:1][CH:2]([CH2:3][CH2:4][CH2:5][CH:6]([CH3:7])[CH3:8])[NH:9][C:10](=[O:11])[NH:12][c:13]1[n:14][n:15]2[c:16]([n:17][cH:18][cH:19][c:20]2-[c:21]2[cH:22][cH:23][c:24]([O:27][CH2:38][CH2:37][O:36][CH3:35])[cH:25][cH:26]2)[n:28]1. Reactants: C1CNCCN1, CN=C=O, ClCCl. Product: CNC(=O)N1CCNCC1. RXN SMILES: [CH2:1]1[CH2:2][NH:3][CH2:4][CH2:5][NH:6]1.[CH3:7][N:8]=[C:9]=[O:10].[Cl:11][CH2:12][Cl:13]>>[CH2:1]1[CH2:2][N:3]([C:9]([NH:8][CH3:7])=[O:10])[CH2:4][CH2:5][NH:6]1. Starting materials: ClC1=CN=CC2=CC=CC(=C12)N (4-chloro-5-aminoisoquinoline), O=C1CCC(CC1)(N)C(=O)OC(C)(C)C (tert-butyl 4-oxo-1-aminocyclohexylcarboxylate), [BH4-].[Na+] (sodium borohydride), C(O)([O-])=O.[Na+] (sodium hydrogencarbonate). The reagents and catalysts are CC([O-])C.CC([O-])C.CC([O-])C.CC([O-])C.[Ti+4] (titanium tetraisopropoxide). Solvent: ClCCl (dichloromethane), CO (methanol). Run at time 120 hour. Product: C(C)(C)(C)OC(=O)NC1CCC(CC1)NC1=C2C(=CN=CC2=CC=C1)Cl (N-(tert-butoxycarbonyl)-N′-(4-chloro-5-isoquinolyl)-1,4-cyclohexanediamine). Reaction SMILES: [Cl:1][C:2]1[C:11]2[C:6](=[CH:7][CH:8]=[CH:9][C:10]=2[NH2:12])[CH:5]=[N:4][CH:3]=1.O=[C:14]1[CH2:19][CH2:18][C:17](C(OC(C)(C)C)=O)([NH2:20])[CH2:16][CH2:15]1.[BH4-].[Na+].[C:30](=[O:33])([O-])[OH:31].[Na+]>CC(C)[O-].CC(C)[O-].CC(C)[O-].CC(C)[O-].[Ti+4].CO.ClCCl>[C:6]([O:31][C:30]([NH:20][CH:17]1[CH2:16][CH2:15][CH:14]([NH:12][C:10]2[CH:9]=[CH:8][CH:7]=[C:6]3[C:11]=2[C:2]([Cl:1])=[CH:3][N:4]=[CH:5]3)[CH2:19][CH2:18]1)=[O:33])([CH3:11])([CH3:7])[CH3:5] |f:2.3,4.5,6.7.8.9.10|. Procedure: According to the method of Example 103, Step A, a mixture of Intermediate 90 (100 mg), tert-butyl 4-oxo-1-aminocyclohexylcarboxylate (270 mg), titanium tetraisopropoxide (0.34 ml) and dichloromethane (7 ml) was stirred at room temperature for 120 hours. The reaction mixture was added with sodium borohydride (94 mg) and methanol (1 ml) and stirred for 1.5 hours with ice cooling. The reaction mixture was added with saturated aqueous sodium hydrogencarbonate (10 ml) with ice cooling and then extrac...